This data is from the Open Reaction Database (ORD), a public repository of structured organic reaction records. The task is: describe an organic reaction: reactants, conditions, products, and yield Starting materials: CC=CCCl, CCO, [K+], [OH-], O=C(O)c1ccc(-c2ccc(O)cc2)cc1. Product: CC=CCOc1ccc(-c2ccc(C(=O)O)cc2)cc1. RXN SMILES: [CH2:19]([CH:20]=[CH:21][CH3:22])[Cl:23].[CH3:24][CH2:25][OH:26].[K+:18].[OH-:17].[OH:1][c:2]1[cH:3][cH:4][c:5](-[c:8]2[cH:9][cH:10][c:11]([C:14](=[O:15])[OH:16])[cH:12][cH:13]2)[cH:6][cH:7]1>>[O:1]([c:2]1[cH:3][cH:4][c:5](-[c:8]2[cH:9][cH:10][c:11]([C:14](=[O:15])[OH:16])[cH:12][cH:13]2)[cH:6][cH:7]1)[CH2:19][CH:20]=[CH:21][CH3:22]. The reactants are O=C(CNC(=O)C=1SC2=C(N1)C(=CC=C2N2CCOCC2)OC)C=2SC=CC2 (4-methoxy-7-morpholin-4-yl-benzothiazole-2-carboxylic acid (2-oxo-2-thiophen-2-yl-ethyl)-amide), FC(C(=O)[O-])(F)F.[NH4+] (ammonium triflouroacetate). The solvent is O (water). Yields the product COC1=CC=C(C2=C1N=C(S2)C=2NC=C(N2)C=2SC=CC2)N2CCOCC2 (4-methoxy-7-morpholin-4-yl-2-(4-thiophen-2-yl-1H-imidazol-2-yl)-benzothiazole). Isolated yield 21.0%. As a reaction SMILES: O=[C:2]([C:24]1[S:25][CH:26]=[CH:27][CH:28]=1)[CH2:3][NH:4][C:5]([C:7]1[S:8][C:9]2[C:15]([N:16]3[CH2:21][CH2:20][O:19][CH2:18][CH2:17]3)=[CH:14][CH:13]=[C:12]([O:22][CH3:23])[C:10]=2[N:11]=1)=O.FC(F)(F)C([O-])=O.[NH4+:36]>O>[CH3:23][O:22][C:12]1[C:10]2[N:11]=[C:7]([C:5]3[NH:4][CH:3]=[C:2]([C:24]4[S:25][CH:26]=[CH:27][CH:28]=4)[N:36]=3)[S:8][C:9]=2[C:15]([N:16]2[CH2:21][CH2:20][O:19][CH2:18][CH2:17]2)=[CH:14][CH:13]=1 |f:1.2|. Procedure: A mixture of 0.10 g 4-methoxy-7-morpholin-4-yl-benzothiazole-2-carboxylic acid (2-oxo-2-thiophen-2-yl-ethyl)-amide and 0.32 g ammonium triflouroacetate was melted at 165° C. for 60 minutes and, after cooling to room temperature, suspended in water. Extraction with dichloromethane and chromatography on silicagel with ethylacetate/hexane 1:1 gave 0.02 g (25%) 4-methoxy-7-morpholin-4-yl-2-(4-thiophen-2-yl-1H-imidazol-2-yl)-benzothiazole as yellow solid; MS (ISP): m/e=399 (M+H+). Starting materials: CC(C)C[Al+]CC(C)C, CCOC(=O)c1cc(-c2ccccc2)n(S(=O)(=O)c2ccc(OC)cc2)c1, Cc1ccccc1, Cl, [H-], C1CCOC1. Product: COc1ccc(S(=O)(=O)n2cc(C=O)cc2-c2ccccc2)cc1. Reaction SMILES: [CH2:29]([Al+:30][CH2:31][CH:32]([CH3:33])[CH3:34])[CH:35]([CH3:36])[CH3:37].[CH3:1][O:2][c:3]1[cH:4][cH:5][c:6]([S:9](=[O:10])(=[O:11])[n:12]2[cH:13][c:14]([C:23](=[O:24])[O:25][CH2:26][CH3:27])[cH:15][c:16]2-[c:17]2[cH:18][cH:19][cH:20][cH:21][cH:22]2)[cH:7][cH:8]1.[CH3:44][c:45]1[cH:46][cH:47][cH:48][cH:49][cH:50]1.[ClH:38].[H-:28].[O:39]1[CH2:40][CH2:41][CH2:42][CH2:43]1>>[CH3:1][O:2][c:3]1[cH:4][cH:5][c:6]([S:9](=[O:10])(=[O:11])[n:12]2[cH:13][c:14]([CH:23]=[O:24])[cH:15][c:16]2-[c:17]2[cH:18][cH:19][cH:20][cH:21][cH:22]2)[cH:7][cH:8]1. The reactants are [N+](=O)([O-])C1=C(C=C(C=C1)OC1=CC=C(C=C1)OC1=CC=CC=C1)N(C(OC(C)(C)C)=O)C (t-butyl N-[2-nitro-5-(4-phenoxyphenoxy)phenyl]-N-methylcarbamate), 16/3. Reagents/catalysts: [Pd] (palladium on carbon). The solvent is C1(=CC=CC=C1)C.CO (toluene methanol). Yields the product NC1=C(C=C(C=C1)OC1=CC=C(C=C1)OC1=CC=CC=C1)N(C(OC(C)(C)C)=O)C (t-Butyl N-[2-amino-5-(4-phenoxyphenoxy)phenyl]-N-methylcarbamate). Isolated yield 89.9%. RXN SMILES: [N+:1]([C:4]1[CH:9]=[CH:8][C:7]([O:10][C:11]2[CH:16]=[CH:15][C:14]([O:17][C:18]3[CH:23]=[CH:22][CH:21]=[CH:20][CH:19]=3)=[CH:13][CH:12]=2)=[CH:6][C:5]=1[N:24]([CH3:32])[C:25](=[O:31])[O:26][C:27]([CH3:30])([CH3:29])[CH3:28])([O-])=O>[Pd].C1(C)C=CC=CC=1.CO>[NH2:1][C:4]1[CH:9]=[CH:8][C:7]([O:10][C:11]2[CH:12]=[CH:13][C:14]([O:17][C:18]3[CH:23]=[CH:22][CH:21]=[CH:20][CH:19]=3)=[CH:15][CH:16]=2)=[CH:6][C:5]=1[N:24]([CH3:32])[C:25](=[O:31])[O:26][C:27]([CH3:28])([CH3:29])[CH3:30] |f:2.3|. Procedure: In a similar manner to that described in Reference Example 7, a reaction was carried out using t-butyl N-[2-nitro-5-(4-phenoxyphenoxy)phenyl]-N-methylcarbamate (8.6 g), palladium on carbon (10%, 0.6 g) and toluene/methanol=16/3 (190 ml) and the reaction mixture was purified to give the title compound (7.2 g). The reactants are Cc1ccccc1, CC(C)O, CCCC=Cc1ccc(-c2ccc(-c3cc(F)c(C(F)(F)Oc4ccc(-c5cc(F)c(F)c(F)c5)c(F)c4)c(F)c3)c(F)c2)nc1. The product is CCCCCc1ccc(-c2ccc(-c3cc(F)c(C(F)(F)Oc4ccc(-c5cc(F)c(F)c(F)c5)c(F)c4)c(F)c3)c(F)c2)nc1. As a reaction SMILES: [CH3:47][c:48]1[cH:49][cH:50][cH:51][cH:52][cH:53]1.[CH:54]([OH:55])([CH3:56])[CH3:57].[F:1][C:2]([c:3]1[c:4]([F:28])[cH:5][c:6](-[c:10]2[c:11]([F:27])[cH:12][c:13](-[c:16]3[n:17][cH:18][c:19]([CH:22]=[CH:23][CH2:24][CH2:25][CH3:26])[cH:20][cH:21]3)[cH:14][cH:15]2)[cH:7][c:8]1[F:9])([O:29][c:30]1[cH:31][c:32]([F:45])[c:33](-[c:36]2[cH:37][c:38]([F:44])[c:39]([F:43])[c:40]([F:42])[cH:41]2)[cH:34][cH:35]1)[F:46]>>[F:1][C:2]([c:3]1[c:4]([F:28])[cH:5][c:6](-[c:10]2[c:11]([F:27])[cH:12][c:13](-[c:16]3[n:17][cH:18][c:19]([CH2:22][CH2:23][CH2:24][CH2:25][CH3:26])[cH:20][cH:21]3)[cH:14][cH:15]2)[cH:7][c:8]1[F:9])([O:29][c:30]1[cH:31][c:32]([F:45])[c:33](-[c:36]2[cH:37][c:38]([F:44])[c:39]([F:43])[c:40]([F:42])[cH:41]2)[cH:34][cH:35]1)[F:46]. Starting materials: C(C)(C)(C)OC(=O)N1CC(N(CC1)C1=CC=C(C=C1)Cl)C (4-(4-Chloro-phenyl)-3-methyl-piperazine-1-carboxylic acid tert-butyl ester). Solvent: Cl.O1CCOCC1 (HCl dioxane). Run at time 2 hour. Yields the product ClC1=CC=C(C=C1)N1C(CNCC1)C (1-(4-Chloro-phenyl)-2-methyl-piperazine). As a reaction SMILES: C(OC([N:8]1[CH2:13][CH2:12][N:11]([C:14]2[CH:19]=[CH:18][C:17]([Cl:20])=[CH:16][CH:15]=2)[CH:10]([CH3:21])[CH2:9]1)=O)(C)(C)C>Cl.O1CCOCC1>[Cl:20][C:17]1[CH:16]=[CH:15][C:14]([N:11]2[CH2:12][CH2:13][NH:8][CH2:9][CH:10]2[CH3:21])=[CH:19][CH:18]=1 |f:1.2|. Procedure: 4-(4-Chloro-phenyl)-3-methyl-piperazine-1-carboxylic acid tert-butyl ester (0.83 g, 0.68 mmol) was dissolved in HCl/dioxane (4M, 8 mL) and stirred for 2 hr at rt. The mixture was then evaporated in vacuo, basified with aqueous sodium hydroxide (1M, 50 mL), and extracted with ethyl acetate (3×100 mL). The organic layers were evaporated and the crude residue used in the next step, (0.56 g, brown oil) Reactants: C(#N)CC(=O)Cl (cyanoacetyl chloride), NC1=CC=C(C=C1)C=1C2CC2C(NN1)=O (2-(p-aminophenyl)-3,4-diaza-bicyclo[4.1.0]hept-2-en-5-one). Solvent: O1CCCC1 (tetrahydrofuran). Conditions: time 10 minute. Yields the product O.C(#N)CC(=O)NC1=CC=C(C=C1)C=1C2CC2C(NN1)=O.C(#N)CC(=O)NC1=CC=C(C=C1)C=1C2CC2C(NN1)=O (2-[p-(cyanoacetylamino)-phenyl]-3,4-diaza-bicyclo[4.1.0]hept-2-en-5-one hemihydrate). The yield is 43.6%. Reaction SMILES: [C:1]([CH2:3][C:4](Cl)=[O:5])#[N:2].[NH2:7][C:8]1[CH:13]=[CH:12][C:11]([C:14]2[CH:15]3[CH:17]([C:18](=[O:21])[NH:19][N:20]=2)[CH2:16]3)=[CH:10][CH:9]=1>O1CCCC1>[OH2:5].[C:1]([CH2:3][C:4]([NH:7][C:8]1[CH:9]=[CH:10][C:11]([C:14]2[CH:15]3[CH:17]([C:18](=[O:21])[NH:19][N:20]=2)[CH2:16]3)=[CH:12][CH:13]=1)=[O:5])#[N:2].[C:1]([CH2:3][C:4]([NH:7][C:8]1[CH:9]=[CH:10][C:11]([C:14]2[CH:15]3[CH:17]([C:18](=[O:21])[NH:19][N:20]=2)[CH2:16]3)=[CH:12][CH:13]=1)=[O:5])#[N:2] |f:3.4.5|. Procedure: 5.6 g (54.1 millimoles) of cyanoacetyl chloride were added dropwise to 6.0 g (29.8 millimoles) of 2-(p-aminophenyl)-3,4-diaza-bicyclo[4.1.0]hept-2-en-5-one in 150 ml of absolute tetrahydrofuran at room temperature, while stirring. After the addition was complete, stirring was continued for a further 10 minutes at 50° C. The product was filtered off under suction at 10° C., washed first with tetrahydrofuran and then with water and recrystallized from dimethylformamide/water. 3.6 g (44%) of 2-[p-(... Reactants: Cc1onc(-c2c(Cl)cccc2Cl)c1C(=O)Cl, CC(C)C(=O)Nc1cccc(C2CCN(CCCO)CC2)c1. Yields the product Cc1onc(-c2c(Cl)cccc2Cl)c1C(=O)OCCCN1CCC(c2cccc(NC(=O)C(C)C)c2)CC1. RXN SMILES: [Cl:23][c:24]1[c:25](-[c:31]2[n:32][o:33][c:34]([CH3:39])[c:35]2[C:36](=[O:37])[Cl:38])[c:26]([Cl:30])[cH:27][cH:28][cH:29]1.[OH:1][CH2:2][CH2:3][CH2:4][N:5]1[CH2:6][CH2:7][CH:8]([c:11]2[cH:12][c:13]([NH:17][C:18]([CH:19]([CH3:20])[CH3:21])=[O:22])[cH:14][cH:15][cH:16]2)[CH2:9][CH2:10]1>>[O:1]([CH2:2][CH2:3][CH2:4][N:5]1[CH2:6][CH2:7][CH:8]([c:11]2[cH:12][c:13]([NH:17][C:18]([CH:19]([CH3:20])[CH3:21])=[O:22])[cH:14][cH:15][cH:16]2)[CH2:9][CH2:10]1)[C:36]([c:35]1[c:31](-[c:25]2[c:24]([Cl:23])[cH:29][cH:28][cH:27][c:26]2[Cl:30])[n:32][o:33][c:34]1[CH3:39])=[O:37]. Starting materials: CC1C(NCCN1)=O (3-methyl-2-ketopiperazine), FC=1C=CC(=C(C1)C(F)(F)F)[N+](=O)[O-] (5-fluoro-2-nitrobenzo-trifluoride), C(C)(C)N(C(C)C)CC (N,N-diisopropylethylamine). The solvent is CN(C=O)C (N,N-dimethylformamide). Reaction conditions: temperature 140 celsius. Yields the product CC1C(NCCN1C1=CC(=C(C=C1)[N+](=O)[O-])C(F)(F)F)=O (3-Methyl-4-(4-nitro-3-trifluoromethyl-phenyl)-piperazin-2-one). Yield: 24.5%. RXN SMILES: [CH3:1][CH:2]1[NH:7][CH2:6][CH2:5][NH:4][C:3]1=[O:8].F[C:10]1[CH:11]=[CH:12][C:13]([N+:20]([O-:22])=[O:21])=[C:14]([C:16]([F:19])([F:18])[F:17])[CH:15]=1.C(N(CC)C(C)C)(C)C>CN(C)C=O>[CH3:1][CH:2]1[N:7]([C:10]2[CH:11]=[CH:12][C:13]([N+:20]([O-:22])=[O:21])=[C:14]([C:16]([F:17])([F:19])[F:18])[CH:15]=2)[CH2:6][CH2:5][NH:4][C:3]1=[O:8]. Reported procedure: A mixture of 3-methyl-2-ketopiperazine (200 mg, 1.75 mmol), 5-fluoro-2-nitrobenzo-trifluoride (366 mg, 1.75 mmol), N,N-diisopropylethylamine and N,N-dimethylformamide (1 mL) was heated at 140° C. for 10 min under microwave irradiation, then partitioned between sat. aq. ammonium chloride solution and EtOAc. The organic layer was washed with brine, dried (MgSO4), filtered, and evaporated. Chromatography (SiO2; heptane/EtOAc 4:1) produced the title compound (130 mg, 24%). Yellow solid, MS: 304.1 (M... The reactants are c1ccc2c(c1)Cc1ccccc1-2, C1CO1, C1CCOC1, [Li]CCCC, CCCCCC. The product is OCCC1c2ccccc2-c2ccccc21. Reaction SMILES: [CH2:1]1[c:2]2[cH:3][cH:4][cH:5][cH:6][c:7]2-[c:8]2[cH:9][cH:10][cH:11][cH:12][c:13]21.[CH2:25]1[CH2:26][O:27]1.[CH2:28]1[O:29][CH2:30][CH2:31][CH2:32]1.[CH3:14][CH2:15][CH2:16][CH2:17][Li:18].[CH3:19][CH2:20][CH2:21][CH2:22][CH2:23][CH3:24]>>[CH:1]1([CH2:25][CH2:26][OH:27])[c:2]2[cH:3][cH:4][cH:5][cH:6][c:7]2-[c:8]2[cH:9][cH:10][cH:11][cH:12][c:13]21.